This data is from the Open Reaction Database (ORD), a public repository of structured organic reaction records. The task is: describe an organic reaction: reactants, conditions, products, and yield Yields the product CC(C)OC(=O)NCc1cccc(-c2ccccc2)c1. Reaction SMILES: [Br:1][c:2]1[cH:3][c:4]([CH2:5][NH:6][C:7]([O:8][CH:9]([CH3:10])[CH3:11])=[O:12])[cH:13][cH:14][cH:15]1.[CH3:114][c:115]1[cH:116][cH:117][cH:118][cH:119][cH:120]1.[CH3:34][CH2:35][OH:36].[Cl-:33].[Na+:16].[Na+:17].[Na+:32].[O-:18][C:19](=[O:20])[O-:21].[c:22]1([O:28][B:29]([OH:30])[OH:31])[cH:23][cH:24][cH:25][cH:26][cH:27]1.[cH:37]1[cH:38][cH:39][c:40]([P:41]([Pd:42]([P:43]([c:44]2[cH:45][cH:46][cH:47][cH:48][cH:49]2)([c:50]2[cH:51][cH:52][cH:53][cH:54][cH:55]2)[c:56]2[cH:57][cH:58][cH:59][cH:60][cH:61]2)([P:62]([c:63]2[cH:64][cH:65][cH:66][cH:67][cH:68]2)([c:69]2[cH:70][cH:71][cH:72][cH:73][cH:74]2)[c:75]2[cH:76][cH:77][cH:78][cH:79][cH:80]2)[P:81]([c:82]2[cH:83][cH:84][cH:85][cH:86][cH:87]2)([c:88]2[cH:89][cH:90][cH:91][cH:92][cH:93]2)[c:94]2[cH:95][cH:96][cH:97][cH:98][cH:99]2)([c:100]2[cH:101][cH:102][cH:103][cH:104][cH:105]2)[c:106]2[cH:107][cH:108][cH:109][cH:110][cH:111]2)[cH:112][cH:113]1>>[c:2]1(-[c:22]2[cH:23][cH:24][cH:25][cH:26][cH:27]2)[cH:3][c:4]([CH2:5][NH:6][C:7]([O:8][CH:9]([CH3:10])[CH3:11])=[O:12])[cH:13][cH:14][cH:15]1. The reactants are CC(C)OC(=O)NCc1cccc(Br)c1, Cc1ccccc1, CCO, [Cl-], [Na+], [Na+], [Na+], O=C([O-])[O-], OB(O)Oc1ccccc1, c1ccc(P(c2ccccc2)(c2ccccc2)[Pd](P(c2ccccc2)(c2ccccc2)c2ccccc2)(P(c2ccccc2)(c2ccccc2)c2ccccc2)P(c2ccccc2)(c2ccccc2)c2ccccc2)cc1. Reactants: Compound B3, C(#N)C1=CC=C2C=3C(C4=C(C(C3NC2=C1)(C)C)C=C(C=C4)C(=O)O)=O (3-cyano-6,6-dimethyl-11-oxo-6,11-dihydro-5H-benzo[b]carbazol-8-carboxylic acid), NC[C@H](CO)O ((R)-(+)-3-amino-1,2-propanediol). Product: O[C@H](CNC(=O)C=1C=CC2=C(C(C=3NC4=CC(=CC=C4C3C2=O)C#N)(C)C)C1)CO (3-Cyano-6,6-dimethyl-11-oxo-6,11-dihydro-5H-benzo[b]carbazol-8-carboxylic acid ((R)-2,3-dihydroxy-propyl)-amide). As a reaction SMILES: [C:1]([C:3]1[CH:15]=[C:14]2[C:6]([C:7]3[C:8](=[O:25])[C:9]4[CH:21]=[CH:20][C:19]([C:22](O)=[O:23])=[CH:18][C:10]=4[C:11]([CH3:17])([CH3:16])[C:12]=3[NH:13]2)=[CH:5][CH:4]=1)#[N:2].[NH2:26][CH2:27][C@@H:28]([OH:31])[CH2:29][OH:30]>>[OH:31][C@@H:28]([CH2:29][OH:30])[CH2:27][NH:26][C:22]([C:19]1[CH:20]=[CH:21][C:9]2[C:8](=[O:25])[C:7]3[C:6]4[C:14](=[CH:15][C:3]([C:1]#[N:2])=[CH:4][CH:5]=4)[NH:13][C:12]=3[C:11]([CH3:16])([CH3:17])[C:10]=2[CH:18]=1)=[O:23]. Reported procedure: Under the same conditions as the method for synthesizing Compound B3-15, the title compound was prepared from Compound B2-28 and (R)-(+)-3-amino-1,2-propanediol. Starting materials: C(=O)O (formic acid), C(C)(=O)OC(C)=O (acetic anhydride), NC1[C@@H]2N(C(C(CS2)=C)C(=O)O)C1=O (7-amino-3-methylenecepham-4-carboxylic acid). Solvent: CN(C=O)C (N,N-dimethylformamide). Run at temperature 50 celsius, time 1 hour. The product is C(=O)NC1[C@@H]2N(C(C(CS2)=C)C(=O)O)C1=O (7-formamido-3-methylenecepham-4-carboxylic acid). RXN SMILES: [CH:1](O)=[O:2].C(OC(=O)C)(=O)C.[NH2:11][CH:12]1[C:23](=[O:24])[N:14]2[CH:15]([C:20]([OH:22])=[O:21])[C:16](=[CH2:19])[CH2:17][S:18][C@H:13]12>CN(C)C=O>[CH:1]([NH:11][CH:12]1[C:23](=[O:24])[N:14]2[CH:15]([C:20]([OH:22])=[O:21])[C:16](=[CH2:19])[CH2:17][S:18][C@H:13]12)=[O:2]. Reported procedure: A mixture of formic acid (1 () and acetic anhydride (2.5 l) was stirred at 50° C. for 1 hour and cooled at 40° C. To the mixture were added 7-amino-3-methylenecepham-4-carboxylic acid (1,070 g) and N,N-dimethylformamide (500 ml). The mixture was stirred for 1 hour at 55° C. and cooled in an ice-water bath. A resultant precipitate was collected by filtration and washed with a small amount of a mixture of ethyl acetate and diisopropyl ether (1:1) to give 7-formamido-3-methylenecepham-4-carboxylic ... Reactants: [N+](=O)([O-])C1=CC=C(C=NCCC=2SC=CC2)C=C1 ((4-nitrobenzylidene)-(2-thiophen-2-yl-ethyl)-amine), FC(C(=O)O)(F)F (trifluoroacetic acid). Reaction conditions: time 72 hour. Yields the product FC(C(=O)O)(F)F.[N+](=O)([O-])C1=CC=C(C=C1)C1NCCC2=C1C=CS2 (4-(4-nitro-phenyl)-4,5,6,7-tetrahydro-thieno[3,2-c]pyridine trifluoroacetate). Isolated yield 85.0%. As a reaction SMILES: [N+:1]([C:4]1[CH:18]=[CH:17][C:7]([CH:8]=[N:9][CH2:10][CH2:11][C:12]2[S:13][CH:14]=[CH:15][CH:16]=2)=[CH:6][CH:5]=1)([O-:3])=[O:2].[F:19][C:20]([F:25])([F:24])[C:21]([OH:23])=[O:22]>>[F:19][C:20]([F:25])([F:24])[C:21]([OH:23])=[O:22].[N+:1]([C:4]1[CH:5]=[CH:6][C:7]([CH:8]2[C:16]3[CH:15]=[CH:14][S:13][C:12]=3[CH2:11][CH2:10][NH:9]2)=[CH:17][CH:18]=1)([O-:3])=[O:2] |f:2.3|. Procedure details: The above (4-nitrobenzylidene)-(2-thiophen-2-yl-ethyl)-amine (1 g, 3.8 mmol) was added trifluoroacetic acid (100 ml) at once (strongly exothermic reaction). The reaction mixture was stirred at room temperature for 72 hours, then evaporated in vacuo. Crystallisation from a mixture of diethyl ether and dichloromethane afforded 1.2 g (85%) of the title compound. Starting materials: COC(=O)CC(=O)CC1C(N2C(=O)c3ccccc3C2=O)C(=O)N1C(=O)C(=O)OC, CO. Product: COC(=O)CC(=O)CC1NC(=O)C1N1C(=O)c2ccccc2C1=O. Reaction SMILES: [C:1]([C:2]([O:3][CH3:4])=[O:5])(=[O:6])[N:7]1[CH:8]([CH2:23][C:24]([CH2:25][C:26](=[O:27])[O:28][CH3:29])=[O:30])[CH:9]([N:12]2[C:13](=[O:22])[c:14]3[c:15]([cH:18][cH:19][cH:20][cH:21]3)[C:16]2=[O:17])[C:10]1=[O:11].[CH3:31][OH:32]>>[NH:7]1[CH:8]([CH2:23][C:24]([CH2:25][C:26](=[O:27])[O:28][CH3:29])=[O:30])[CH:9]([N:12]2[C:13](=[O:22])[c:14]3[c:15]([cH:18][cH:19][cH:20][cH:21]3)[C:16]2=[O:17])[C:10]1=[O:11]. Starting materials: Cl.ClCCC1OC2=C(C(N(C1)C)=O)C=CC=N2 (2-(2-chloroethyl)-2,3-dihydro-4-methylpyrido[3,2-f][1,4]oxazepin-5(4H)one hydrochloride), P12(=S)SP3(=S)SP(=S)(S1)SP(=S)(S2)S3 (phosphorus pentasulfide). Run in C(Cl)(Cl)Cl (chloroform). Yields the product ClCCC1OC2=C(C(N(C1)C)=S)C=CC=N2 (2-(2-Chloroethyl)-2,3-dihydro-4-methylpyrido[3,2-f][1,4]-oxazepine-5(4H)-thione). Reaction SMILES: Cl.[Cl:2][CH2:3][CH2:4][CH:5]1[CH2:11][N:10]([CH3:12])[C:9](=O)[C:8]2[CH:14]=[CH:15][CH:16]=[N:17][C:7]=2[O:6]1.P12(SP3(SP(SP(S3)(S1)=S)(=S)S2)=S)=[S:19]>C(Cl)(Cl)Cl>[Cl:2][CH2:3][CH2:4][CH:5]1[CH2:11][N:10]([CH3:12])[C:9](=[S:19])[C:8]2[CH:14]=[CH:15][CH:16]=[N:17][C:7]=2[O:6]1 |f:0.1|. Procedure: To a solution of 59 g (0.25 mole) of 2-(2-chloroethyl)-2,3-dihydro-4-methylpyrido[3,2-f][1,4]oxazepin-5(4H)one hydrochloride in 1500 ml of chloroform was added 41.5 g (0.19 mole) of phosphorus pentasulfide and the mixture was heated to reflux for 18 hr. The mixture was filtered and the filtrate was extracted with dilute sodium hydroxide. The chloroform layer was concentrated and the residue was dissolved in 250 ml of boiling isopropyl alcohol. On cooling, 28 g (44%) of yellow solid precipitated.... The reactants are ClCCCOC1=NC2=CC=C(C=C2C(=C1C#N)NC1=CC=C2C=NNC2=C1)OC ((3-chloropropoxy)-4-(1H-indazol-6-ylamino)-6-methoxyquinoline-3-carbonitrile), N1CCOCC1 (morpholine), [I-].[Na+] (sodium iodide). Solvent: COCCOC (ethylene glycol dimethyl ether). The product is N1N=CC2=CC=C(C=C12)NC1=C(C=NC2=CC(=C(C=C12)OC)OCCCN1CCOCC1)C#N (4-(1H-Indazole-6-ylamino)-6-methoxy-7-(3-morpholin-4-ylpropoxy)quinoline-3-carbonitrile). Yield: 56.0%. Reaction SMILES: ClCCCO[C:6]1[C:15]([C:16]#[N:17])=[C:14]([NH:18][C:19]2[CH:27]=[C:26]3[C:22]([CH:23]=[N:24][NH:25]3)=[CH:21][CH:20]=2)[C:13]2[C:8](=[CH:9][CH:10]=[C:11]([O:28][CH3:29])[CH:12]=2)[N:7]=1.[NH:30]1[CH2:35][CH2:34][O:33][CH2:32][CH2:31]1.[I-].[Na+]>COCCOC>[NH:25]1[C:26]2[C:22](=[CH:21][CH:20]=[C:19]([NH:18][C:14]3[C:13]4[C:8](=[CH:9][C:10]([O:28][CH2:11][CH2:10][CH2:9][N:30]5[CH2:35][CH2:34][O:33][CH2:32][CH2:31]5)=[C:11]([O:28][CH3:29])[CH:12]=4)[N:7]=[CH:6][C:15]=3[C:16]#[N:17])[CH:27]=2)[CH:23]=[N:24]1 |f:2.3|. Procedure: The title compound was prepared by the procedure of Example 167 using 0.408 g of (3-chloropropoxy)-4-(1H-indazol-6-ylamino)-6-methoxyquinoline-3-carbonitrile, 1.4 ml of morpholine, 0.060 g of sodium iodide and 12 ml of ethylene glycol dimethyl ether to give 0.255 g (56%) of the desired product. MP 143-145° C.; HRMS: C25H26N6O3: m/z 458.2084; δ(mu)−1.7 The reactants are [Si](C)(C)(C(C)(C)C)O[C@H](C)[C@@H]1[C@H]2N(C(=C([C@@H]2C)OP(=O)(C2=CC=CC=C2)C2=CC=CC=C2)C(=O)OCOC(C(C)(C)C)=O)C1=O (pivaloyloxymethyl (1R,5S,6S)-6-[(R)-1-tert-butyldimethylsilyloxyethyl]-2-diphenylphosphoryloxy-1-methylcarbapen-2-em-3-carboxylate), S[C@H]1CC(NC1)=S ((4S)-4-mercaptopyrrolidin-2-thione). Solvent: C(C)#N (acetonitrile). The product is ( 3 ), C(C)(C)N(C(C)C)CC (N,N-diisopropylethylamine). Isolated yield 104.0%. Reaction SMILES: [Si](O[C@@H]([C@H:11]1[C:44](=O)[N:13]2[C:14]([C:33](OCOC(=O)C(C)(C)C)=O)=[C:15](OP(C3C=CC=CC=3)(C3C=CC=CC=3)=O)[C@H:16](C)[C@@H:12]12)C)(C(C)(C)C)(C)C.S[C@@H:47]1CNC(=S)C1>C(#N)C>[CH:44]([N:13]([CH2:12][CH3:16])[CH:14]([CH3:15])[CH3:33])([CH3:11])[CH3:47]. Procedure details: In 1 ml of acetonitrile was dissolved 20 mg of pivaloyloxymethyl (1R,5S,6S)-6-[(R)-1-tert-butyldimethylsilyloxyethyl]-2-diphenylphosphoryloxy-1-methylcarbapen-2-em-3-carboxylate, 4.3 mg of (4S)-4-mercaptopyrrolidin-2-thione obtained in the above (3) and 4.1 mg of N,N-diisopropylethylamine were added thereto under nitrogen gas at -20° C., and the mixture was stirred for 2 hours while gradually elevating a temperature thereof to 0° C. The reaction mixture was poured into a 0.1M phosphate buffer (p... Product: COc1cc(C(Nc2ccc(C(=N)N)cc2)c2nn(-c3ncccc3C(=O)O)c(=O)[nH]2)c(F)c2c1OCCCO2. RXN SMILES: [CH3:43][C:44](=[O:45])[OH:46].[CH3:47][OH:48].[F:1][c:2]1[c:3]([CH:15]([c:16]2[n:17][n:18](-[c:22]3[c:23]([C:24](=[O:25])[OH:26])[cH:27][cH:28][cH:29][n:30]3)[c:19](=[O:21])[nH:20]2)[NH:31][c:32]2[cH:33][cH:34][c:35]([C:38]([NH:39][OH:40])=[NH:41])[cH:36][cH:37]2)[cH:4][c:5]([O:13][CH3:14])[c:6]2[c:12]1[O:11][CH2:10][CH2:9][CH2:8][O:7]2.[Fe:49].[OH2:42]>>[F:1][c:2]1[c:3]([CH:15]([c:16]2[n:17][n:18](-[c:22]3[c:23]([C:24](=[O:25])[OH:26])[cH:27][cH:28][cH:29][n:30]3)[c:19](=[O:21])[nH:20]2)[NH:31][c:32]2[cH:33][cH:34][c:35]([C:38](=[NH:39])[NH2:41])[cH:36][cH:37]2)[cH:4][c:5]([O:13][CH3:14])[c:6]2[c:12]1[O:11][CH2:10][CH2:9][CH2:8][O:7]2. Reactants: CC(=O)O, CO, COc1cc(C(Nc2ccc(C(=N)NO)cc2)c2nn(-c3ncccc3C(=O)O)c(=O)[nH]2)c(F)c2c1OCCCO2, [Fe], O. Reactants: FC1=CC=C(C=C1)[N+](=O)[O-] (4-Fluoro-1-nitrobenzene), OC1=CC=C(C=C1)C(C)=O (p-hydroxyacetophenone). Yields the product C(C)(=O)C1=CC=C(OC2=CC=C(C=C2)[N+](=O)[O-])C=C1 (4-(4-acetylphenoxy)-1-nitrobenzene). As a reaction SMILES: F[C:2]1[CH:7]=[CH:6][C:5]([N+:8]([O-:10])=[O:9])=[CH:4][CH:3]=1.[OH:11][C:12]1[CH:17]=[CH:16][C:15]([C:18](=[O:20])[CH3:19])=[CH:14][CH:13]=1>>[C:18]([C:15]1[CH:16]=[CH:17][C:12]([O:11][C:2]2[CH:7]=[CH:6][C:5]([N+:8]([O-:10])=[O:9])=[CH:4][CH:3]=2)=[CH:13][CH:14]=1)(=[O:20])[CH3:19]. Procedure: Entry 2: 4-Fluoro-1-nitrobenzene and p-hydroxyacetophenone were reacted according to Method A13, Step 1 to afford the 4-(4-acetylphenoxy)-1-nitrobenzene. 4-(4-Acetylphenoxy)-1-nitrobenzene was reduced according to Method A13, Step 4 to afford 4-(4-acetylphenoxy)aniline. According to Method C3,3-tert-butylaniline was reacted with bis(trichloromethyl) carbonate followed by 4-(4-acetylphenoxy)aniline to afford the urea.